This data is from the Open Reaction Database (ORD), a public repository of structured organic reaction records. The task is: describe an organic reaction: reactants, conditions, products, and yield Reactants: OO (hydrogen peroxide), O (water), sulfide, ClC1=C(C(=CC=C1)F)CSC=1NC2=C(C=NC=C2)N1 (2-[[(2-Chloro-6-fluorophenyl)methyl]thio]-1H-imidazo[4,5-c]pyridine), [Se](=O)=O (selenium dioxide). Run in CO (methanol), C(C)(=O)OCC (ethyl acetate), CO (methanol). Run at time 8 hour. The product is ClC1=C(C(=CC=C1)F)CS(=O)C=1NC2=C(C=NC=C2)N1 (2-[[(2-Chloro-6-fluorophenyl)methyl]-sulfinyl]-1H-imidazo[4,5-c]pyridine). Reaction SMILES: [Cl:1][C:2]1[CH:7]=[CH:6][CH:5]=[C:4]([F:8])[C:3]=1[CH2:9][S:10][C:11]1[NH:12][C:13]2[CH:18]=[CH:17][N:16]=[CH:15][C:14]=2[N:19]=1.[Se](=O)=[O:21].OO.O>CO.C(OCC)(=O)C>[Cl:1][C:2]1[CH:7]=[CH:6][CH:5]=[C:4]([F:8])[C:3]=1[CH2:9][S:10]([C:11]1[NH:12][C:13]2[CH:18]=[CH:17][N:16]=[CH:15][C:14]=2[N:19]=1)=[O:21]. Reported procedure: 2-[[(2-Chloro-6-fluorophenyl)methyl]thio]-1H-imidazo[4,5-c]pyridine (2.6 g, 0.0089 mol) was dissolved in 140 mL of methanol containing 20 mL of ethyl acetate. An oxidizing solution was prepared by heating 0.99 g (0.0089 mol) of selenium dioxide in 40 mL of methanol and adding 1.01 g (0.0089 mol) of 30% hydrogen peroxide and 0.65 mL of water. The oxidizing solution was added dropwise with stirring to the sulfide solution. The reaction mixture was stirred overnight at room temperature. Approximate...